From a dataset of the Open Reaction Database (ORD), a public repository of structured organic reaction records. describe an organic reaction: reactants, conditions, products, and yield Reactants: N (ammonia), C1CCOC1 (THF), ClC=1C=2N(C=CN1)C(=NC2I)C2CC(C2)N2CCN(CC2)C (8-chloro-1-iodo-3-[3-(4-methyl-piperazin-1-yl)-cyclobutyl]-imidazo[1,5-a]pyrazine). The solvent is C(C)(C)O (isopropyl alcohol). Conditions: temperature -78 celsius. Yields the product IC=1N=C(N2C1C(=NC=C2)N)C2CC(C2)N2CCN(CC2)C (1-Iodo-3-[3-(4-methyl-piperazin-1-yl)-cyclobutyl]-imidazo[1,5-a]pyrazin-8-ylamine). Reaction SMILES: [NH3:1].C1COCC1.Cl[C:8]1[C:9]2[N:10]([C:14]([CH:18]3[CH2:21][CH:20]([N:22]4[CH2:27][CH2:26][N:25]([CH3:28])[CH2:24][CH2:23]4)[CH2:19]3)=[N:15][C:16]=2[I:17])[CH:11]=[CH:12][N:13]=1>C(O)(C)C>[I:17][C:16]1[N:15]=[C:14]([CH:18]2[CH2:21][CH:20]([N:22]3[CH2:27][CH2:26][N:25]([CH3:28])[CH2:24][CH2:23]3)[CH2:19]2)[N:10]2[CH:11]=[CH:12][N:13]=[C:8]([NH2:1])[C:9]=12. Procedure: A solution of 2N ammonia in isopropyl alcohol (350 mL) and THF (30 mL, 0.4 mol) was added to 8-chloro-1-iodo-3-[3-(4-methyl-piperazin-1-yl)-cyclobutyl]-imidazo[1,5-a]pyrazine (19.91 g, 0.04612 mol) in a Parr bomb and cooled to −78° C. Ammonia was bubbled into the solution for 8-10 min. The bomb was sealed, stirred and heated to at 110° C. over 3 d. The solvent was then evaporated in vacuo and purified by flash silica gel chromatography (wetted with CHCl3, dried loaded with silica, and eluted wit... The reactants are BrC1=CC=C(C=C1)C1=C(C(=NO1)C)C=O (5-(4-bromo-phenyl)-3-methyl-isoxazole-4-carbaldehyde), C(CC=C)[Mg]Br (3-butenylmagnesium bromide). The product is BrC1=CC=C(C=C1)C1=C(C(=NO1)C)C(CCC=C)O (1-[5-(4-Bromo-phenyl)-3-methyl-isoxazol-4-yl]-pent-4-en-1-ol). As a reaction SMILES: [Br:1][C:2]1[CH:7]=[CH:6][C:5]([C:8]2[O:12][N:11]=[C:10]([CH3:13])[C:9]=2[CH:14]=[O:15])=[CH:4][CH:3]=1.[CH2:16]([Mg]Br)[CH2:17][CH:18]=[CH2:19]>>[Br:1][C:2]1[CH:3]=[CH:4][C:5]([C:8]2[O:12][N:11]=[C:10]([CH3:13])[C:9]=2[CH:14]([OH:15])[CH2:19][CH2:18][CH:17]=[CH2:16])=[CH:6][CH:7]=1. Procedure: Prepared according to the procedure described in Example 114, Step 3, using 5-(4-bromo-phenyl)-3-methyl-isoxazole-4-carbaldehyde and 3-butenylmagnesium bromide. The reactants are CCCCCCCCCCCCCCCCO, CS(=O)(=O)Cl, CCN(C(C)C)C(C)C, ClCCl, O. Product: CCCCCCCCCCCCCCCCOS(C)(=O)=O. Reaction SMILES: [CH2:1]([CH2:2][CH2:3][CH2:4][CH2:5][CH2:6][CH2:7][CH2:8][CH2:9][CH2:10][CH2:11][CH2:12][CH2:13][CH2:14][CH2:15][CH3:16])[OH:17].[CH3:30][S:31]([Cl:32])(=[O:33])=[O:34].[CH:21]([N:22]([CH:23]([CH3:24])[CH3:25])[CH2:26][CH3:27])([CH3:28])[CH3:29].[Cl:18][CH2:19][Cl:20].[OH2:35]>>[CH2:1]([CH2:2][CH2:3][CH2:4][CH2:5][CH2:6][CH2:7][CH2:8][CH2:9][CH2:10][CH2:11][CH2:12][CH2:13][CH2:14][CH2:15][CH3:16])[O:17][S:31]([CH3:30])(=[O:33])=[O:34]. Starting materials: 2-(1-piperidino)-3,4-dihydronaphthalene, ⟦2-di-n-butylamino-3,4-dihydro-naphthalene,2-diamylamino-3,4-dihydronaphthalene, C(CCCC)N(C1=CC2=CC=CC=C2CC1)CCCCC (2-diamylamino-3,4-dihydronaphthalene), C(C(=O)C1=CC=CC=C1)Br (phenacylbromide), ⟧2-di-n-butylamino-3,4-dihydronaphthalene. Yields the product [Br-].O=C(CC1C(CCC2=CC=CC=C12)=[N+](CCCC)CCCC)C1=CC=CC=C1 (N-[3,4-dihydro-1-(2-oxo-2-phenylethyl)-2(1H)-naphthalenylidene]-N-butyl-butanaminium bromide), Br.C(C(=O)C1=CC=CC=C1)C1=C(CCC2=CC=CC=C12)N(CCCC)CCCC (1-phenacyl-2-di-n-butylamino-3,4-dihydronaphthalene hydrobromide), [Br-].O=C(CC1C(CCC2=CC=CC=C12)=[N+](CCCCC)CCCCC)C1=CC=CC=C1 (N-[3,4-dihydro-1-(2-oxo-2-phenylethyl)-2(1H)-naphthalenylidene]-N-pentyl-pentanaminium bromide), Br.C(C(=O)C1=CC=CC=C1)C1=C(CCC2=CC=CC=C12)N(CCCCC)CCCCC (1-phenacyl-2-diamylamino-3,4-dihydronaphthalene hydrobromide), 1-phenacyl-2-(1-piperidino)-3,4-dihydronaphthalene hydrobromide. RXN SMILES: [CH2:1]([N:6]([CH2:17][CH2:18][CH2:19][CH2:20][CH3:21])[C:7]1[CH2:16][CH2:15][C:14]2[C:9](=[CH:10][CH:11]=[CH:12][CH:13]=2)[CH:8]=1)[CH2:2][CH2:3][CH2:4][CH3:5].[CH2:22]([Br:31])[C:23]([C:25]1[CH:30]=[CH:29][CH:28]=[CH:27][CH:26]=1)=[O:24]>>[Br-:31].[O:24]=[C:23]([C:25]1[CH:30]=[CH:29][CH:28]=[CH:27][CH:26]=1)[CH2:22][CH:8]1[C:9]2[C:14](=[CH:13][CH:12]=[CH:11][CH:10]=2)[CH2:15][CH2:16][C:7]1=[N+:6]([CH2:1][CH2:2][CH2:3][CH3:4])[CH2:17][CH2:18][CH2:19][CH3:20].[BrH:31].[CH2:22]([C:8]1[C:9]2[C:14](=[CH:13][CH:12]=[CH:11][CH:10]=2)[CH2:15][CH2:16][C:7]=1[N:6]([CH2:1][CH2:2][CH2:3][CH3:4])[CH2:17][CH2:18][CH2:19][CH3:20])[C:23]([C:25]1[CH:30]=[CH:29][CH:28]=[CH:27][CH:26]=1)=[O:24].[Br-:31].[O:24]=[C:23]([C:25]1[CH:30]=[CH:29][CH:28]=[CH:27][CH:26]=1)[CH2:22][CH:8]1[C:9]2[C:14](=[CH:13][CH:12]=[CH:11][CH:10]=2)[CH2:15][CH2:16][C:7]1=[N+:6]([CH2:1][CH2:2][CH2:3][CH2:4][CH3:5])[CH2:17][CH2:18][CH2:19][CH2:20][CH3:21].[BrH:31].[CH2:22]([C:8]1[C:9]2[C:14](=[CH:13][CH:12]=[CH:11][CH:10]=2)[CH2:15][CH2:16][C:7]=1[N:6]([CH2:1][CH2:2][CH2:3][CH2:4][CH3:5])[CH2:17][CH2:18][CH2:19][CH2:20][CH3:21])[C:23]([C:25]1[CH:30]=[CH:29][CH:28]=[CH:27][CH:26]=1)=[O:24] |f:2.3,4.5,6.7,8.9|. Procedure details: By following the method of Example 1a the treatment of ⟦2-di-n-butylamino-3,4-dihydro-naphthalene,2-diamylamino-3,4-dihydronaphthalene, ⟧2-di-n-butylamino-3,4-dihydronaphthalene, 2-diamylamino-3,4-dihydronaphthalene, and 2-(1-piperidino)-3,4-dihydronaphthalene with phenacylbromide produces tautomeric N-[3,4-dihydro-1-(2-oxo-2-phenylethyl)-2(1H)-naphthalenylidene]-N-butyl-butanaminium bromide in equilibrium with 1-phenacyl-2-di-n-butylamino-3,4-dihydronaphthalene hydrobromide, tautomeric N-[3,4-d... Reactants: O=C([O-])[O-], CCCC[N+](CCCC)(CCCC)CCCC, CCC(C)I, [K+], [K+], [K+], CN(C)C=O, [OH-], O=S(=O)([O-])O, c1ccc2c(c1)[nH]c1ccccc12. Product: CCC(C)n1c2ccccc2c2ccccc21. RXN SMILES: [C:16](=[O:17])([O-:18])[O-:19].[CH2:32]([N+:33]([CH2:34][CH2:35][CH2:36][CH3:37])([CH2:38][CH2:39][CH2:40][CH3:41])[CH2:42][CH2:43][CH2:44][CH3:45])[CH2:46][CH2:47][CH3:48].[I:22][CH:23]([CH3:24])[CH2:25][CH3:26].[K+:15].[K+:20].[K+:21].[O:49]=[CH:50][N:51]([CH3:52])[CH3:53].[OH-:14].[S:27]([O-:28])([OH:29])(=[O:30])=[O:31].[cH:1]1[cH:2][cH:3][cH:4][c:5]2[c:6]3[cH:7][cH:8][cH:9][cH:10][c:11]3[nH:12][c:13]12>>[cH:1]1[cH:2][cH:3][cH:4][c:5]2[c:6]3[cH:7][cH:8][cH:9][cH:10][c:11]3[n:12]([CH:23]([CH3:24])[CH2:25][CH3:26])[c:13]12. The reactants are CC(C)(C)N1CCc2cnc3ccnn3c21, CC(=O)O, O, O=[N+]([O-])O, O=S(=O)(O)O. Product: CC(C)(C)N1CCc2cnc3c([N+](=O)[O-])cnn3c21. RXN SMILES: [C:10]([CH3:11])([CH3:12])([CH3:13])[N:14]1[CH2:15][CH2:16][c:17]2[cH:18][n:19][c:20]3[n:21]([c:22]21)[n:23][cH:24][cH:25]3.[CH3:27][C:28](=[O:29])[OH:30].[OH2:26].[OH:1][N+:2]([O-:3])=[O:4].[S:5](=[O:6])(=[O:7])([OH:8])[OH:9]>>[O-:1][N+:2](=[O:4])[c:25]1[c:20]2[n:19][cH:18][c:17]3[c:22]([n:21]2[n:23][cH:24]1)[N:14]([C:10]([CH3:11])([CH3:12])[CH3:13])[CH2:15][CH2:16]3.